This data is from the Open Reaction Database (ORD), a public repository of structured organic reaction records. The task is: describe an organic reaction: reactants, conditions, products, and yield The reactants are C1CC(N2C(CCC12)=O)=O (dihydro-1H-pyrrolizine-3,5(2H,6H)-dione), ClC1=C(CO)C=CC=C1 (o-chlorobenzyl alcohol), Cl (hydrochloric acid). Solvent: C(C)OCC (diethylether). Reaction conditions: temperature 100 celsius. The product is ClC1=C(COC(CCC2NC(CC2)=O)=O)C=CC=C1 (5-oxo-2-pyrrolidinepropanoic acid o-chlorobenzyl ester). As a reaction SMILES: [CH2:1]1[CH:8]2[N:4]([C:5](=[O:9])[CH2:6][CH2:7]2)[C:3](=[O:10])[CH2:2]1.Cl.[Cl:12][C:13]1[CH:20]=[CH:19][CH:18]=[CH:17][C:14]=1[CH2:15][OH:16]>C(OCC)C>[Cl:12][C:13]1[CH:20]=[CH:19][CH:18]=[CH:17][C:14]=1[CH2:15][O:16][C:5](=[O:9])[CH2:6][CH2:7][CH:8]1[CH2:1][CH2:2][C:3](=[O:10])[NH:4]1. Procedure details: Five grams of dihydro-1H-pyrrolizine-3,5(2H,6H)-dione (III) are dissolved in 31 g of o-chlorobenzyl alcohol and 0.2 ml of concentrated hydrochloric acid is added. The solution is heated at 100° C. for 71 hours. The mixture is cooled and dissolved in 150 ml of anhydrous diethylether. The solution is cooled to induce crystallization and the resulting crystals are isolated by filtration. Recrystallization from toluene-diethyl ether yields 5-oxo-2-pyrrolidinepropanoic acid o-chlorobenzyl ester with ... Reactants: N1(C=CC=2C1=NC=CC2)CCOC2=CC=C(CC(C(=O)OC)C(=O)OC)C=C2 (Dimethyl 2-{4-[2-(1H-pyrrolo[2,3-b]pyrid-1-yl)ethoxy]benzyl}malonate), C1CCOC1 (THF), O (water), solution, [OH-].[Na+] (sodium hydroxide). Solvent: CO (methanol). Reaction conditions: time 4 day. Yields the product N1(C=CC=2C1=NC=CC2)CCOC2=CC=C(CC(C(=O)O)C(=O)O)C=C2 (2-{4-[2-(1H-Pyrrolo[2,3-b]pyrid-1-yl)ethoxy]benzyl}malonic acid). Reaction SMILES: [N:1]1([CH2:10][CH2:11][O:12][C:13]2[CH:28]=[CH:27][C:16]([CH2:17][CH:18]([C:23]([O:25]C)=[O:24])[C:19]([O:21]C)=[O:20])=[CH:15][CH:14]=2)[C:5]2=[N:6][CH:7]=[CH:8][CH:9]=[C:4]2[CH:3]=[CH:2]1.C1COCC1.O.[OH-].[Na+]>CO>[N:1]1([CH2:10][CH2:11][O:12][C:13]2[CH:28]=[CH:27][C:16]([CH2:17][CH:18]([C:23]([OH:25])=[O:24])[C:19]([OH:21])=[O:20])=[CH:15][CH:14]=2)[C:5]2=[N:6][CH:7]=[CH:8][CH:9]=[C:4]2[CH:3]=[CH:2]1 |f:3.4|. Reported procedure: The compound obtained in Example 30 (274 mg) is dissolved in 5 ml of methanol, 2.5 ml of THF and 5 ml of water. A 2M solution of sodium hydroxide is added (1.8 ml) and the reaction mixture is stirred for 4 days at ambient temperature. The solvents are then evaporated off under reduced pressure, and the resulting residue is taken up in water and extracted with ethyl acetate. The aqueous phase is cooled to 0° C. and acidified with a 2M hydrochloric acid solution, and the resulting solid is filtere... Starting materials: FC1=C(C=CC(=C1)F)C1=NC(=NC=N1)NC1=CC(=CC=C1)CS(=O)(=O)C (4-(2,4-difluorophenyl)-N-{3-[(methylsulfonyl)methyl]phenyl}-1,3,5-triazin-2-amine), intermediate 42.1, CC(CO)C (2-methylpropan-1-ol). Yields the product FC1=CC(=C(C=C1)C1=NC(=NC=N1)NC1=CC(=CC=C1)CS(=O)(=O)C)OCC(C)C (4-[4-Fluoro-2-(2-methylpropoxy)phenyl]-N-{3-[(methylsulfonyl)methyl]phenyl}-1,3,5-triazin-2-amine). RXN SMILES: F[C:2]1[CH:7]=[C:6]([F:8])[CH:5]=[CH:4][C:3]=1[C:9]1[N:14]=[CH:13][N:12]=[C:11]([NH:15][C:16]2[CH:21]=[CH:20][CH:19]=[C:18]([CH2:22][S:23]([CH3:26])(=[O:25])=[O:24])[CH:17]=2)[N:10]=1.[CH3:27][CH:28]([CH3:31])[CH2:29][OH:30]>>[F:8][C:6]1[CH:5]=[CH:4][C:3]([C:9]2[N:14]=[CH:13][N:12]=[C:11]([NH:15][C:16]3[CH:21]=[CH:20][CH:19]=[C:18]([CH2:22][S:23]([CH3:26])(=[O:25])=[O:24])[CH:17]=3)[N:10]=2)=[C:2]([O:30][CH2:29][CH:28]([CH3:31])[CH3:27])[CH:7]=1. Procedure: Starting with 4-(2,4-difluorophenyl)-N-{3-[(methylsulfonyl)methyl]phenyl}-1,3,5-triazin-2-amine (75 mg; 0.197 mmol), intermediate 42.1, and 2-methylpropan-1-ol (74 μl; 0.789 mmol), example 58 was prepared analogously to the procedure for the preparation of example 42.